This data is from the Open Reaction Database (ORD), a public repository of structured organic reaction records. The task is: describe an organic reaction: reactants, conditions, products, and yield The reactants are CO, ClCCl, Cl, O=C(O)Cc1ccc(Nc2ccccc2[N+](=O)[O-])cc1. The product is COC(=O)Cc1ccc(Nc2ccccc2[N+](=O)[O-])cc1. Reaction SMILES: [CH3:22][OH:23].[Cl:24][CH2:25][Cl:26].[ClH:21].[N+:1](=[O:2])([O-:3])[c:4]1[c:5]([NH:10][c:11]2[cH:12][cH:13][c:14]([CH2:17][C:18](=[O:19])[OH:20])[cH:15][cH:16]2)[cH:6][cH:7][cH:8][cH:9]1>>[N+:1](=[O:2])([O-:3])[c:4]1[c:5]([NH:10][c:11]2[cH:12][cH:13][c:14]([CH2:17][C:18]([O:19][CH3:22])=[O:20])[cH:15][cH:16]2)[cH:6][cH:7][cH:8][cH:9]1. The reactants are CC(C)(C)OC(=O)N1CCC(OS(C)(=O)=O)CC1, CN(C)C=O, [K+], [K+], O=C([O-])[O-], O=Cc1cc(C(F)(F)F)ccc1O. Product: CC(C)(C)OC(=O)N1CCC(Oc2ccc(C(F)(F)F)cc2C=O)CC1. Reaction SMILES: [C:14]([CH3:15])([CH3:16])([CH3:17])[O:18][C:19](=[O:20])[N:21]1[CH2:22][CH2:23][CH:24]([O:27][S:28]([CH3:29])(=[O:30])=[O:31])[CH2:25][CH2:26]1.[CH3:38][N:39]([CH3:40])[CH:41]=[O:42].[K+:32].[K+:33].[O-:34][C:35]([O-:36])=[O:37].[OH:1][c:2]1[c:3]([CH:4]=[O:5])[cH:6][c:7]([C:10]([F:11])([F:12])[F:13])[cH:8][cH:9]1>>[O:1]([c:2]1[c:3]([CH:4]=[O:5])[cH:6][c:7]([C:10]([F:11])([F:12])[F:13])[cH:8][cH:9]1)[CH:24]1[CH2:23][CH2:22][N:21]([C:19]([O:18][C:14]([CH3:15])([CH3:16])[CH3:17])=[O:20])[CH2:26][CH2:25]1. Starting materials: C(C)(C)OC(=O)N1CCC(CC1)C1CC=2C(=CN=C(C2)Cl)O1 (4-(5-chloro-2,3-dihydro-furo[2,3-c]pyridin-2-yl)-piperidine-1-carboxylic acid isopropyl ester), CS(=O)(=O)CC1=CC=C(C=C1)B(O)O ([4-[(methylsulfonyl)methyl]phenyl]boronic acid). Procedure: The title compound is prepared from 4-(5-chloro-2,3-dihydro-furo[2,3-c]pyridin-2-yl)-piperidine-1-carboxylic acid isopropyl ester and [4-[(methylsulfonyl)methyl]phenyl]boronic acid following a procedure analogous to that described in Example 28. LC (method 7): tR=1.07 min; Mass spectrum (ESI+): m/z=459 [M+H]+. As a reaction SMILES: [CH:1]([O:4][C:5]([N:7]1[CH2:12][CH2:11][CH:10]([CH:13]2[O:22][C:16]3=[CH:17][N:18]=[C:19](Cl)[CH:20]=[C:15]3[CH2:14]2)[CH2:9][CH2:8]1)=[O:6])([CH3:3])[CH3:2].[CH3:23][S:24]([CH2:27][C:28]1[CH:33]=[CH:32][C:31](B(O)O)=[CH:30][CH:29]=1)(=[O:26])=[O:25]>>[CH:1]([O:4][C:5]([N:7]1[CH2:12][CH2:11][CH:10]([CH:13]2[O:22][C:16]3=[CH:17][N:18]=[C:19]([C:31]4[CH:30]=[CH:29][C:28]([CH2:27][S:24]([CH3:23])(=[O:26])=[O:25])=[CH:33][CH:32]=4)[CH:20]=[C:15]3[CH2:14]2)[CH2:9][CH2:8]1)=[O:6])([CH3:3])[CH3:2]. Yields the product C(C)(C)OC(=O)N1CCC(CC1)C1CC=2C(=CN=C(C2)C2=CC=C(C=C2)CS(=O)(=O)C)O1 (4-[5-(4-Methanesulfonylmethyl-phenyl)-2,3-dihydro-furo[2,3-c]pyridin-2-yl]-piperidine-1-carboxylic acid isopropyl ester). The product is CN1C(=O)C(c2cccc(O)c2)(c2cnn(CC(F)(F)F)c2)N=C1N. The reactants are CCO, CN1C(=O)C(c2cccc(OCc3ccccc3)c2)(c2cnn(CC(F)(F)F)c2)N=C1N. As a reaction SMILES: [CH3:33][CH2:34][OH:35].[NH2:1][C:2]1=[N:3][C:4]([c:9]2[cH:10][n:11][n:12]([CH2:14][C:15]([F:16])([F:17])[F:18])[cH:13]2)([c:19]2[cH:20][c:21]([O:25][CH2:26][c:27]3[cH:28][cH:29][cH:30][cH:31][cH:32]3)[cH:22][cH:23][cH:24]2)[C:5](=[O:8])[N:6]1[CH3:7]>>[NH2:1][C:2]1=[N:3][C:4]([c:9]2[cH:10][n:11][n:12]([CH2:14][C:15]([F:16])([F:17])[F:18])[cH:13]2)([c:19]2[cH:20][c:21]([OH:25])[cH:22][cH:23][cH:24]2)[C:5](=[O:8])[N:6]1[CH3:7]. Starting materials: ClC=1N=NC(=CC1C(C)N1C(C2=CC=CC=C2C1=O)=O)Cl (2-[1-(3,6-Dichloropyridazin-4-yl)ethyl]isoindoline-1,3-dione), CB1OB(OB(O1)C)C (trimethylboroxine), C([O-])([O-])=O.[K+].[K+] (potassium carbonate). Reagents/catalysts: C1=CC=C(C=C1)P([C-]2C=CC=C2)C3=CC=CC=C3.C1=CC=C(C=C1)P([C-]2C=CC=C2)C3=CC=CC=C3.Cl[Pd]Cl.[Fe+2] ([1,1′-bis(diphenylphosphino)ferrocene]dichloropalladium). Solvent: O1CCOCC1 (1,4-dioxane), O (water), O (water). Reaction conditions: temperature 110 celsius, time 8 hour. The product is ClC=1N=NC(=CC1C(C)N1C(C2=CC=CC=C2C1=O)=O)C (2-[1-(3-Chloro-6-methylpyridazin-4-yl)ethyl]isoindoline-1,3-dione). Isolated yield 19.2%. As a reaction SMILES: [Cl:1][C:2]1[N:3]=[N:4][C:5](Cl)=[CH:6][C:7]=1[CH:8]([N:10]1[C:18](=[O:19])[C:17]2[C:12](=[CH:13][CH:14]=[CH:15][CH:16]=2)[C:11]1=[O:20])[CH3:9].[CH3:22]B1OB(C)OB(C)O1.C(=O)([O-])[O-].[K+].[K+]>C1C=CC(P(C2C=CC=CC=2)[C-]2C=CC=C2)=CC=1.C1C=CC(P(C2C=CC=CC=2)[C-]2C=CC=C2)=CC=1.Cl[Pd]Cl.[Fe+2].O.O1CCOCC1>[Cl:1][C:2]1[N:3]=[N:4][C:5]([CH3:22])=[CH:6][C:7]=1[CH:8]([N:10]1[C:18](=[O:19])[C:17]2[C:12](=[CH:13][CH:14]=[CH:15][CH:16]=2)[C:11]1=[O:20])[CH3:9] |f:2.3.4,5.6.7.8|. Reported procedure: 2-[1-(3,6-Dichloropyridazin-4-yl)ethyl]isoindoline-1,3-dione (161 mg, 0.5 mmol), trimethylboroxine (0.209 mL, 1.5 mmol), [1,1′-bis(diphenylphosphino)ferrocene]dichloropalladium (II) dichloromethane complex (35.1 mg, 0.05 mmol) and potassium carbonate (82.9 mg, 0.6 mmol) were mixed with water (0.2 mL) and 1,4-dioxane (0.9 mL) and stirred at 110° C. for 8 hours. After completion of the reaction, the reaction solution was cooled to room temperature, and the solvent was removed by vacuum distillatio... The reactants are CC(C)(C)C1OC(=O)C(C2=CCCC2)(c2ccccc2)O1, CO, [Cl-], [K+], [NH4+], [OH-], O. The product is O=C(O)C(O)(C1=CCCC1)c1ccccc1. Reaction SMILES: [C:1]([CH:2]1[O:6][C:7]([c:11]2[cH:12][cH:13][cH:14][cH:15][cH:16]2)([C:17]2=[CH:18][CH2:19][CH2:20][CH2:21]2)[C:8](=[O:10])[O:9]1)([CH3:3])([CH3:4])[CH3:5].[CH3:22][OH:23].[Cl-:27].[K+:26].[NH4+:28].[OH-:25].[OH2:24]>>[OH:6][C:7]([C:8](=[O:9])[OH:10])([c:11]1[cH:12][cH:13][cH:14][cH:15][cH:16]1)[C:17]1=[CH:18][CH2:19][CH2:20][CH2:21]1. The reactants are C(C)(C)(C)OC(=O)N1CCC(CC1)C(NC=1C=NC(=CC1)OC=1C=C2CCC(OC2=CC1)C1=CC=CC=C1)=O (4-[6-(2-Phenyl-chroman-6-yloxy)-pyridin-3-ylcarbamoyl]-piperidine-1-carboxylic acid tert-butyl ester), Cl (HCl). Solvent: C(C)OCC (diethyl ether). Product: C1(=CC=CC=C1)C1OC2=CC=C(C=C2CC1)OC1=CC=C(C=N1)NC(=O)C1CCNCC1 (Piperidine-4-carboxylic acid [6-(2-phenylchroman-6-yloxy)pyridin-3-yl]amide). RXN SMILES: C(OC([N:8]1[CH2:13][CH2:12][CH:11]([C:14](=[O:39])[NH:15][C:16]2[CH:17]=[N:18][C:19]([O:22][C:23]3[CH:24]=[C:25]4[C:30](=[CH:31][CH:32]=3)[O:29][CH:28]([C:33]3[CH:38]=[CH:37][CH:36]=[CH:35][CH:34]=3)[CH2:27][CH2:26]4)=[CH:20][CH:21]=2)[CH2:10][CH2:9]1)=O)(C)(C)C.Cl>C(OCC)C>[C:33]1([CH:28]2[CH2:27][CH2:26][C:25]3[C:30](=[CH:31][CH:32]=[C:23]([O:22][C:19]4[N:18]=[CH:17][C:16]([NH:15][C:14]([CH:11]5[CH2:12][CH2:13][NH:8][CH2:9][CH2:10]5)=[O:39])=[CH:21][CH:20]=4)[CH:24]=3)[O:29]2)[CH:38]=[CH:37][CH:36]=[CH:35][CH:34]=1. Procedure details: Mixture of 4-[6-(2-Phenyl-chroman-6-yloxy)-pyridin-3-ylcarbamoyl]-piperidine-1-carboxylic acid tert-butyl ester (860 mg) and of 1 M HCl in diethyl ether (13 ml) was stirred at room temperature for 24 hours. Precipitate was filtered and washed with ether. 1H-NMR (300 MHz; d6-DMSO) δ: 10.3 (s, 1H), 8.97 (bs, 1H), 8.65 (bs, 1H), 8.34 (d, 1H, J 2.7 Hz), 8.04 (dd, 1H, J 2.7, 8.8 Hz), 7.47-7.33 (m, 5H), 6.94 (d, 1H, J 8.8 Hz), 6.86-6.84 (m, 3H), 5.11 (dd, 1H, J 2.3, 10.0 Hz), 3.35-3.29 (m, 2H), 2.97-2...